Dataset: the Open Reaction Database (ORD), a public repository of structured organic reaction records. Task: describe an organic reaction: reactants, conditions, products, and yield Starting materials: CC(=O)O[BH-](OC(C)=O)OC(C)=O, CC(C)(C)[Si](C)(C)OCC=O, CO, CC(=O)O, O=C(O)C(F)(F)F, O=C(O)C(F)(F)F, O=C(Cn1cc(Nc2ncnc3cc(OCC4CCCN4)ccc23)cn1)Nc1cccc(F)c1, [Na+], [Na+], C1CCOC1, [OH-]. The product is CC(C)(C)[Si](C)(C)OCCN1CCCC1COc1ccc2c(Nc3cnn(CC(=O)Nc4cccc(F)c4)c3)ncnc2c1. Reaction SMILES: [C:1]([O:2][BH-:3]([O:4][C:5](=[O:6])[CH3:7])[O:8][C:9](=[O:10])[CH3:11])(=[O:12])[CH3:13].[C:63]([CH3:64])([CH3:65])([CH3:66])[Si:67]([O:68][CH2:69][CH:70]=[O:71])([CH3:72])[CH3:73].[CH3:81][OH:82].[CH3:83][C:84](=[O:85])[OH:86].[F:15][C:16]([F:17])([F:18])[C:19]([OH:20])=[O:21].[F:22][C:23]([F:24])([F:25])[C:26]([OH:27])=[O:28].[F:29][c:30]1[cH:31][c:32]([NH:36][C:37]([CH2:38][n:39]2[n:40][cH:41][c:42]([NH:44][c:45]3[n:46][cH:47][n:48][c:49]4[cH:50][c:51]([O:55][CH2:56][CH:57]5[NH:58][CH2:59][CH2:60][CH2:61]5)[cH:52][cH:53][c:54]34)[cH:43]2)=[O:62])[cH:33][cH:34][cH:35]1.[Na+:14].[Na+:75].[O:76]1[CH2:77][CH2:78][CH2:79][CH2:80]1.[OH-:74]>>[F:29][c:30]1[cH:31][c:32]([NH:36][C:37]([CH2:38][n:39]2[n:40][cH:41][c:42]([NH:44][c:45]3[n:46][cH:47][n:48][c:49]4[cH:50][c:51]([O:55][CH2:56][CH:57]5[N:58]([CH2:70][CH2:69][O:68][Si:67]([C:63]([CH3:64])([CH3:65])[CH3:66])([CH3:72])[CH3:73])[CH2:59][CH2:60][CH2:61]5)[cH:52][cH:53][c:54]34)[cH:43]2)=[O:62])[cH:33][cH:34][cH:35]1. Starting materials: C(C(C)C)C1=CC=C(C(N1)=O)C(=O)OC (methyl 6-isobutyl-1,2-dihydro-2-oxopyridine-3-carboxylate), C(C(C)C)C1=CC=C(C(N1)=O)C(=O)O (6-isobutyl-1,2-dihydro-2-oxopyridine-3-carboxylic acid), CC(CC(C)=O)C (4-methylpentan-2-one), OC(C=CCC(C)C)=O (1-hydroxy-5-methylhexen-1-one), C(C(C)C)C1=CC=C(C(N1)=O)C#N (6-isobutyl-1,2-dihydro-2-oxo-3-cyanopyridine). Product: C(#N)C1=C(C=CC=C1)C1=CC=C(C=C1)CN1C(C=CC=C1C1=CC=CC=C1)=O (1-(2'-cyanobiphenyl-4-ylmethyl)-1,2-dihydro-2-oxo-6-phenylpyridine). As a reaction SMILES: [CH2:1]([C:5]1[NH:10][C:9](=[O:11])[C:8](C(OC)=O)=[CH:7][CH:6]=1)[CH:2]([CH3:4])C.O[C:17](=O)[CH:18]=[CH:19][CH2:20][CH:21]([CH3:23])[CH3:22].[CH2:25]([C:29]1N[C:33](=O)[C:32]([C:36]#N)=[CH:31][CH:30]=1)C(C)C.C(C1[NH:47]C(=O)C(C(O)=O)=CC=1)C(C)C.[CH3:52][CH:53]([CH3:58])CC(=O)C>>[C:22]([C:21]1[CH:20]=[CH:19][CH:18]=[CH:17][C:23]=1[C:29]1[CH:25]=[CH:36][C:32]([CH2:33][N:10]2[C:5]([C:1]3[CH:2]=[CH:4][CH:58]=[CH:53][CH:52]=3)=[CH:6][CH:7]=[CH:8][C:9]2=[O:11])=[CH:31][CH:30]=1)#[N:47]. Procedure: with methyl 6-isobutyl-1,2-dihydro-2-oxopyridine-3-carboxylate (obtainable analogously to IIIa from 4-methylpentan-2-one via 1-hydroxy-5-methylhexen-1-one, 6-isobutyl-1,2-dihydro-2-oxo-3-cyanopyridine and 6-isobutyl-1,2-dihydro-2-oxopyridine-3-carboxylic acid): Starting materials: N1(CCOCC1)C=1N=C2N(C(C1)=O)CC[C@H](N2)C(F)(F)F ((8S)-2-(morpholin-4-yl)-8-(trifluoromethyl)-6,7,8,9-tetrahydro-4H-pyrimido[1,2-a]pyrimidin-4-one), C([O-])([O-])=O.[Cs+].[Cs+] (caesium carbonate), BrCC1=CC(=CC=C1)F (1-(bromomethyl)-3-fluorobenzene). Product: FC=1C=C(CN2[C@@H](CCN3C2=NC(=CC3=O)N3CCOCC3)C(F)(F)F)C=CC1 ((8S)-9-(3-fluorobenzyl)-2-(morpholin-4-yl)-8-(trifluoromethyl)-6,7,8,9-tetrahydro-4H-pyrimido[1,2-a]pyrimidin-4-one). Reaction SMILES: [N:1]1([C:7]2[N:8]=[C:9]3[NH:17][C@H:16]([C:18]([F:21])([F:20])[F:19])[CH2:15][CH2:14][N:10]3[C:11](=[O:13])[CH:12]=2)[CH2:6][CH2:5][O:4][CH2:3][CH2:2]1.C(=O)([O-])[O-].[Cs+].[Cs+].Br[CH2:29][C:30]1[CH:35]=[CH:34][CH:33]=[C:32]([F:36])[CH:31]=1>>[F:36][C:32]1[CH:31]=[C:30]([CH:35]=[CH:34][CH:33]=1)[CH2:29][N:17]1[C:9]2=[N:8][C:7]([N:1]3[CH2:6][CH2:5][O:4][CH2:3][CH2:2]3)=[CH:12][C:11](=[O:13])[N:10]2[CH2:14][CH2:15][C@H:16]1[C:18]([F:20])([F:21])[F:19] |f:1.2.3|. Reported procedure: The product is prepared according to the procedure described in Example 22, using 100 mg of (8S)-2-(morpholin-4-yl)-8-(trifluoromethyl)-6,7,8,9-tetrahydro-4H-pyrimido[1,2-a]pyrimidin-4-one, 214 mg of caesium carbonate and 68 mg of 1-(bromomethyl)-3-fluorobenzene. After purification by preparative HPLC/MS (Method C), 102 mg of (8S)-9-(3-fluorobenzyl)-2-(morpholin-4-yl)-8-(trifluoromethyl)-6,7,8,9-tetrahydro-4H-pyrimido[1,2-a]-pyrimidin-4-one are obtained in the form of an oil, the characteristics... As a reaction SMILES: [C:28]([CH3:29])([CH3:30])([CH3:31])[O:32][C:33](=[O:34])[N:35]1[CH2:36][CH2:37][N:38]([CH2:41][c:42]2[cH:43][c:44]([B:49]([OH:50])[OH:51])[c:45]([F:48])[n:46][cH:47]2)[CH2:39][CH2:40]1.[CH3:53][C:54](=[O:55])[O-:56].[CH3:57][CH2:58][OH:59].[Cl:1][c:2]1[cH:3][c:4]([N:9]([CH2:10][c:11]2[cH:12][cH:13][c:14]([O:17][CH3:18])[cH:15][cH:16]2)[CH2:19][c:20]2[cH:21][cH:22][c:23]([O:26][CH3:27])[cH:24][cH:25]2)[n:5][c:6]([CH3:8])[n:7]1.[K+:52].[OH2:60]>>[c:2]1(-[c:44]2[cH:43][c:42]([CH2:41][N:38]3[CH2:37][CH2:36][N:35]([C:33]([O:32][C:28]([CH3:29])([CH3:30])[CH3:31])=[O:34])[CH2:40][CH2:39]3)[cH:47][n:46][c:45]2[F:48])[cH:3][c:4]([N:9]([CH2:10][c:11]2[cH:12][cH:13][c:14]([O:17][CH3:18])[cH:15][cH:16]2)[CH2:19][c:20]2[cH:21][cH:22][c:23]([O:26][CH3:27])[cH:24][cH:25]2)[n:5][c:6]([CH3:8])[n:7]1. Reactants: CC(C)(C)OC(=O)N1CCN(Cc2cnc(F)c(B(O)O)c2)CC1, CC(=O)[O-], CCO, COc1ccc(CN(Cc2ccc(OC)cc2)c2cc(Cl)nc(C)n2)cc1, [K+], O. The product is COc1ccc(CN(Cc2ccc(OC)cc2)c2cc(-c3cc(CN4CCN(C(=O)OC(C)(C)C)CC4)cnc3F)nc(C)n2)cc1. The reactants are CC(Oc1ncc(N)cc1-c1ccc(Cl)cc1)C(F)(F)F, O=C(O)c1cccnc1. Yields the product CC(Oc1ncc(NC(=O)c2cccnc2)cc1-c1ccc(Cl)cc1)C(F)(F)F. Reaction SMILES: [Cl:1][c:2]1[cH:3][cH:4][c:5](-[c:8]2[cH:9][c:10]([NH2:21])[cH:11][n:12][c:13]2[O:14][CH:15]([C:16]([F:17])([F:18])[F:19])[CH3:20])[cH:6][cH:7]1.[n:22]1[cH:23][c:24]([C:28](=[O:29])[OH:30])[cH:25][cH:26][cH:27]1>>[Cl:1][c:2]1[cH:3][cH:4][c:5](-[c:8]2[cH:9][c:10]([NH:21][C:28]([c:24]3[cH:23][n:22][cH:27][cH:26][cH:25]3)=[O:29])[cH:11][n:12][c:13]2[O:14][CH:15]([C:16]([F:17])([F:18])[F:19])[CH3:20])[cH:6][cH:7]1. Starting materials: N#Cc1ccc(N2CCNCC2)cc1, O=S(=O)(O)O. Yields the product NC(=O)c1ccc(N2CCNCC2)cc1. RXN SMILES: [N:1]1([c:7]2[cH:8][cH:9][c:10]([C:11]#[N:12])[cH:13][cH:14]2)[CH2:2][CH2:3][NH:4][CH2:5][CH2:6]1.[S:15]([OH:16])(=[O:17])(=[O:18])[OH:19]>>[N:1]1([c:7]2[cH:8][cH:9][c:10]([C:11]([NH2:12])=[O:16])[cH:13][cH:14]2)[CH2:2][CH2:3][NH:4][CH2:5][CH2:6]1.